This data is from the Open Reaction Database (ORD), a public repository of structured organic reaction records. The task is: describe an organic reaction: reactants, conditions, products, and yield Reactants: C(C)(C)N (isopropylamine), ClC=1C=C(C=CC1SC)C(CBr)O (1-(3-chloro-4-methylthiophenyl)-2-bromoethanol), [OH-].[Na+] (sodium hydroxide), CCOCC (ether). Run in CCO (EtOH), C(C)O (ethanol), O (water). Reaction conditions: time 10 minute. Yields the product ClC=1C=C(C=CC1SC)C(CNC(C)C)O (1-(3-Chloro-4-methylthiophenyl)-2-isopropylaminoethanol). Reaction SMILES: [Cl:1][C:2]1[CH:3]=[C:4]([CH:10]([OH:13])[CH2:11]Br)[CH:5]=[CH:6][C:7]=1[S:8][CH3:9].[OH-].[Na+].CCOCC.[CH:21]([NH2:24])([CH3:23])[CH3:22]>C(O)C.O>[Cl:1][C:2]1[CH:3]=[C:4]([CH:10]([OH:13])[CH2:11][NH:24][CH:21]([CH3:23])[CH3:22])[CH:5]=[CH:6][C:7]=1[S:8][CH3:9] |f:1.2|. Procedure: 7 g of 1-(3-chloro-4-methylthiophenyl)-2-bromoethanol (0.025 mol) in 50 cc of ethanol are treated with 1.4 g of sodium hydroxide (0.035 mol). The product is stirred for 10 minutes, then diluted with water. One extracts with ether and dries on magnesium sulfate. The solvent is evaporated under vacuum and the residual oil is treated with 100 cc of EtOH and 5.9 g of isopropylamine (0.1 mol). The product is brought to 50° overnight with stirring. The solvent and excess of isopropylamine are evaporat... Procedure: A 100-ml round-bottom flask was charged with a solution of 2.14 g (6.4 mmoles) of vitamin A acetate, 1.68 g (6.4 mmoles) of triphenylphosphine and 0.64 g (6.4 mmoles) of concentrated sulfuric acid in 10 g of methanol, and the contents were stirred at 25° C. for 3 hours. Thereafter, methanol was removed by distillation in vacuo from the reaction mixture to obtain a tar-like vitamin A phosphonium salt. This was dissolved in 10 g of water and to the solution was added 10 ml of a solution of 3.0 g (... Isolated yield 89.5%. Conditions: time 30 minute. Product: C1(=CC=CC=C1)S(=O)(=O)C(C=C(C(CCC(=CC=CC=C(C=CC=C(C=CC1=C(CCCC1(C)C)C)C)C)C)Cl)C)C1=C(CCCC1(C)C)C (1-phenylsulfonyl-4-chloro-1,18-di(2,6,6-trimethyl-1-cyclohexen-1-yl)-3,7,12,16-tetramethyloctadeca-2,7,9,11,13,15,17-heptaene). Solvent: O (water), C(Cl)Cl (methylene chloride). Reactants: solution, ClC(CCC(=CC=O)C)C(=CC(S(=O)(=O)C1=CC=CC=C1)C1=C(CCCC1(C)C)C)C (6-chloro-3,7-dimethyl-9-(2,6,6-trimethyl-1-cyclohexen-1-yl)-9-phenylsulfonyl-2,7-nonadien-1-al), aqueous solution, [OH-].[K+] (potassium hydroxide). RXN SMILES: [Cl:1][CH:2]([C:10]([CH3:31])=[CH:11][CH:12]([C:22]1[C:27]([CH3:29])([CH3:28])[CH2:26][CH2:25][CH2:24][C:23]=1[CH3:30])[S:13]([C:16]1[CH:21]=[CH:20][CH:19]=[CH:18][CH:17]=1)(=[O:15])=[O:14])[CH2:3][CH2:4][C:5]([CH3:9])=[CH:6][CH:7]=O.[OH-].[K+]>O.C(Cl)Cl>[C:16]1([S:13]([CH:12]([C:22]2[C:27]([CH3:29])([CH3:28])[CH2:26][CH2:25][CH2:24][C:23]=2[CH3:30])[CH:11]=[C:10]([CH3:31])[CH:2]([Cl:1])[CH2:3][CH2:4][C:5]([CH3:9])=[CH:6][CH:7]=[CH:7][CH:6]=[C:5]([CH3:9])[CH:4]=[CH:3][CH:2]=[C:10]([CH3:31])[CH:11]=[CH:12][C:22]2[C:27]([CH3:29])([CH3:28])[CH2:26][CH2:25][CH2:24][C:23]=2[CH3:30])(=[O:15])=[O:14])[CH:21]=[CH:20][CH:19]=[CH:18][CH:17]=1 |f:1.2|. As a reaction SMILES: [S:1]1[CH:5]=[CH:4][CH:3]=[C:2]1[CH:6]([NH2:9])[CH2:7][NH2:8].C(N=[C:14]=[S:15])C=C>BrC1C=CC=CC=1>[S:1]1[CH:5]=[CH:4][CH:3]=[C:2]1[CH:6]1[CH2:7][NH:8][C:14](=[S:15])[NH:9]1. Yields the product S1C(=CC=C1)C1NC(NC1)=S (4-(2-Thienyl)-2-imidazolidinethione). Reported procedure: . . A solution of 140 mg (1.0 mmol) of 2-thienyl-1,2-diaminoethane and allyl isothiocyanate (99 mg, 1 mmol) in bromobenzene (5 mL) was heated for 40 min and allowed to cool to room temperature and then cooled to −5° C. The title compound (160 mg, 83% yield) was obtained upon filtration and washing with hexane. Solvent: BrC1=CC=CC=C1 (bromobenzene). Starting materials: S1C(=CC=C1)C(CN)N (2-thienyl-1,2-diaminoethane), C(C=C)N=C=S (allyl isothiocyanate). Yield: 86.8%. Starting materials: N1=C(C=CC=C1)OC(OC1=NC=CC=C1)=S (di (2-pyridyl)thiocarbonate), C(CC)N(C1CNC2=C(C=CC=C2C1)N)CCC (1,2,3,4-tetrahydro-N3,N3 -dipropyl-3,8-quinolinediamine), [Na] (sodium), OC=1C=CC=C2CC(CNC12)N(C)C (1,2,3,4-tetrahydro-8-hydroxy-N,N-dimethyl-3-quinolinamine). Yields the product CN(C1CC=2C=CC=C3C2N(C(CO3)=O)C1)C (6-(Dimethylamino)-6,7-dihydro-5H-pyrido(1,2,3-de)-1.4-benzoxazin-3(2H)-one). As a reaction SMILES: N1C=CC=[CH:3][C:2]=1[O:7]C(=S)OC1C=CC=CN=1.[Na].[OH:18][C:19]1[CH:20]=[CH:21][CH:22]=[C:23]2[C:28]=1[NH:27][CH2:26][CH:25]([N:29]([CH3:31])[CH3:30])[CH2:24]2.C(N(CCC)C1CC2C(=C(N)C=CC=2)NC1)CC>>[CH3:30][N:29]([CH3:31])[CH:25]1[CH2:26][N:27]2[C:2](=[O:7])[CH2:3][O:18][C:19]3[C:28]2=[C:23]([CH:22]=[CH:21][CH:20]=3)[CH2:24]1 |^1:16|. Reported procedure: This compound was prepared by following the procedure of Example 56 part B, but substituting ethyl bromoacetate for di (2-pyridyl)thiocarbonate and the sodium salt of 1,2,3,4-tetrahydro-8-hydroxy-N,N-dimethyl-3-quinolinamine for 1,2,3,4-tetrahydro-N3,N3 -dipropyl-3,8-quinolinediamine. The reactants are CCCCN=C=O, CCOCC, CC(C)O, NCCN. The product is CCCCNC(=O)NCCN. RXN SMILES: [CH2:1]([CH2:2][CH2:3][CH3:4])[N:5]=[C:6]=[O:7].[CH3:12][CH2:13][O:14][CH2:15][CH3:16].[CH:17]([OH:18])([CH3:19])[CH3:20].[NH2:8][CH2:9][CH2:10][NH2:11]>>[CH2:1]([CH2:2][CH2:3][CH3:4])[NH:5][C:6](=[O:7])[NH:8][CH2:9][CH2:10][NH2:11]. The product is BrC1=NOC(=C1)C(C)O (3-bromo-5-(1-hydroxyethyl)-isoxazole). Procedure: Reaction of dibromoformaldoxime with 3-butyn-2-ol gives 3-bromo-5-(1-hydroxyethyl)-isoxazole which is converted by oxidation into 3-bromo-5-acetylisoxazole, an intermediate for the preparation of 1-(3-bromoisoxazol-5-yl)-2-tert.butylamine-ethanol, a compound having broncodilating activity (European Patent No. 16255) known as Broxaterol. As a reaction SMILES: [Br:1][C:2](Br)=[N:3][OH:4].[CH3:6][CH:7]([OH:10])[C:8]#[CH:9]>>[Br:1][C:2]1[CH:9]=[C:8]([CH:7]([OH:10])[CH3:6])[O:4][N:3]=1. Reactants: BrC(=NO)Br (dibromoformaldoxime), CC(C#C)O (3-butyn-2-ol).